Dataset: the Open Reaction Database (ORD), a public repository of structured organic reaction records. Task: describe an organic reaction: reactants, conditions, products, and yield Starting materials: CCSc1ncc(C(=O)N(C)OC)c(N)n1, FC(F)(F)c1ccccc1I. Yields the product CCSc1ncc(C(=O)c2ccccc2C(F)(F)F)c(N)n1. RXN SMILES: [CH3:1][O:2][N:3]([C:4](=[O:5])[c:6]1[c:7]([NH2:15])[n:8][c:9]([S:12][CH2:13][CH3:14])[n:10][cH:11]1)[CH3:16].[I:17][c:18]1[c:19]([C:24]([F:25])([F:26])[F:27])[cH:20][cH:21][cH:22][cH:23]1>>[C:4](=[O:5])([c:6]1[c:7]([NH2:15])[n:8][c:9]([S:12][CH2:13][CH3:14])[n:10][cH:11]1)[c:18]1[c:19]([C:24]([F:25])([F:26])[F:27])[cH:20][cH:21][cH:22][cH:23]1. Reported procedure: Cyclopentyl chloroformate (0.17 ml.) was added to a cooled (-20° C.) solution of methyl 4-[6-amino-3-methoxyindazol-1-ylmethyl]-3-methoxybenzoate (S) (0.381 g.) and pyridine (0.11 ml.) in dichloromethane (3.0 ml.). After warming to ambient temperature, the mixture was diluted with ethyl acetate, and washed with hydrochloric acid (1N), water, brine, dried (MgSO4) and evaporated. The residue was purified by flash chromatography on silica gel (56 g.), eluting with 5:95 v/v ethyl acetate: dichlorome... Product: C1(CCCC1)OC(=O)NC1=CC=C2C(=NN(C2=C1)CC1=C(C=C(C(=O)OC)C=C1)OC)OC (Methyl 4-[6-(cyclopentyloxycarbonyl)amino-3-methoxyindazol-1-ylmethyl]-3-methoxybenzoate). As a reaction SMILES: Cl[C:2]([O:4][CH:5]1[CH2:9][CH2:8][CH2:7][CH2:6]1)=[O:3].[NH2:10][C:11]1[CH:19]=[C:18]2[C:14]([C:15]([O:33][CH3:34])=[N:16][N:17]2[CH2:20][C:21]2[CH:30]=[CH:29][C:24]([C:25]([O:27][CH3:28])=[O:26])=[CH:23][C:22]=2[O:31][CH3:32])=[CH:13][CH:12]=1.N1C=CC=CC=1>ClCCl.C(OCC)(=O)C>[CH:5]1([O:4][C:2]([NH:10][C:11]2[CH:19]=[C:18]3[C:14]([C:15]([O:33][CH3:34])=[N:16][N:17]3[CH2:20][C:21]3[CH:30]=[CH:29][C:24]([C:25]([O:27][CH3:28])=[O:26])=[CH:23][C:22]=3[O:31][CH3:32])=[CH:13][CH:12]=2)=[O:3])[CH2:9][CH2:8][CH2:7][CH2:6]1. The solvent is ClCCl (dichloromethane), C(C)(=O)OCC (ethyl acetate). Yield: 75.0%. The reactants are NC1=CC=C2C(=NN(C2=C1)CC1=C(C=C(C(=O)OC)C=C1)OC)OC (methyl 4-[6-amino-3-methoxyindazol-1-ylmethyl]-3-methoxybenzoate), N1=CC=CC=C1 (pyridine), ClC(=O)OC1CCCC1 (Cyclopentyl chloroformate). The reactants are O=C([O-])[O-], CCCBr, Cc1cc(=O)c(C(=O)Nc2ccccc2)c(C)[nH]1, CN(C)C=O, [K+], [K+], O. Yields the product CCCOc1cc(C)nc(C)c1C(=O)Nc1ccccc1. RXN SMILES: [C:23](=[O:24])([O-:25])[O-:26].[CH2:19]([CH2:20][CH3:21])[Br:22].[CH3:1][c:2]1[nH:3][c:4]([CH3:18])[cH:5][c:6](=[O:17])[c:7]1[C:8](=[O:9])[NH:10][c:11]1[cH:12][cH:13][cH:14][cH:15][cH:16]1.[CH3:29][N:30]([CH3:31])[CH:32]=[O:33].[K+:27].[K+:28].[OH2:34]>>[CH3:1][c:2]1[n:3][c:4]([CH3:18])[cH:5][c:6]([O:17][CH2:19][CH2:20][CH3:21])[c:7]1[C:8](=[O:9])[NH:10][c:11]1[cH:12][cH:13][cH:14][cH:15][cH:16]1. Starting materials: BrC1=CC(=C(C=C1)C(=O)N1CCC(CC1)N1CCCC1)OC ((4-bromo-2-methoxy-phenyl)-(4-pyrrolidin-1-yl-piperidin-1-yl)-methanone), BrC=1C(=C(C=CC1)C(=O)N1CCC(CC1)N1CCCC1)C ((3-bromo-2-methyl-phenyl)-(4-pyrrolidin-1-yl-piperidin-1-yl)-methanone), BrC1=CC(=C(C(=O)O)C=C1)OC (4-bromo-2-methoxybenzoic acid), N1(CCCC1)C1CCNCC1 (4-pyrrolidin-1-yl-piperidine), FC(C=1C=C(C=CC1)B(O)O)(F)F (3-trifluoromethyl-phenyl boronic acid), P(=O)([O-])([O-])[O-].[K+].[K+].[K+] (potassium phosphate). The reagents and catalysts are [Pd].C1(=CC=CC=C1)P(C1=CC=CC=C1)C1=CC=CC=C1.C1(=CC=CC=C1)P(C1=CC=CC=C1)C1=CC=CC=C1.C1(=CC=CC=C1)P(C1=CC=CC=C1)C1=CC=CC=C1.C1(=CC=CC=C1)P(C1=CC=CC=C1)C1=CC=CC=C1 (tetrakis-(triphenylphosphine)-palladium). The solvent is CN(C)C=O (DMF). Product: COC=1C=C(C=CC1C(=O)N1CCC(CC1)N1CCCC1)C1=CC(=CC=C1)C(F)(F)F ((3-Methoxy-3′-trifluoromethyl-biphenyl-4-yl)-(4-pyrrolidin-1-yl-piperidin-1-yl)-methanone). As a reaction SMILES: Br[C:2]1[CH:7]=[CH:6][C:5]([C:8]([N:10]2[CH2:15][CH2:14][CH:13]([N:16]3[CH2:20][CH2:19][CH2:18][CH2:17]3)[CH2:12][CH2:11]2)=[O:9])=[C:4]([O:21][CH3:22])[CH:3]=1.BrC1C=CC(C(O)=O)=C(OC)C=1.N1(C2CCNCC2)CCCC1.BrC1C(C)=C(C(N2CCC(N3CCCC3)CC2)=O)C=CC=1.[F:67][C:68]([F:79])([F:78])[C:69]1[CH:70]=[C:71](B(O)O)[CH:72]=[CH:73][CH:74]=1.P([O-])([O-])([O-])=O.[K+].[K+].[K+]>CN(C=O)C.[Pd].C1(P(C2C=CC=CC=2)C2C=CC=CC=2)C=CC=CC=1.C1(P(C2C=CC=CC=2)C2C=CC=CC=2)C=CC=CC=1.C1(P(C2C=CC=CC=2)C2C=CC=CC=2)C=CC=CC=1.C1(P(C2C=CC=CC=2)C2C=CC=CC=2)C=CC=CC=1>[CH3:22][O:21][C:4]1[CH:3]=[C:2]([C:73]2[CH:72]=[CH:71][CH:70]=[C:69]([C:68]([F:79])([F:78])[F:67])[CH:74]=2)[CH:7]=[CH:6][C:5]=1[C:8]([N:10]1[CH2:15][CH2:14][CH:13]([N:16]2[CH2:20][CH2:19][CH2:18][CH2:17]2)[CH2:12][CH2:11]1)=[O:9] |f:5.6.7.8,10.11.12.13.14|. Procedure details: In analogy to the procedure described in example 1, (4-bromo-2-methoxy-phenyl)-(4-pyrrolidin-1-yl-piperidin-1-yl)-methanone (prepared from 4-bromo-2-methoxybenzoic acid and 4-pyrrolidin-1-yl-piperidine in analogy to the procedure described for the preparation of intermediate 2), was reacted with 3-trifluoromethyl-phenyl boronic acid, potassium phosphate solution and tetrakis-(triphenylphosphine)-palladium in DMF at 80° C. to give the title compound as colorless oil. MS: 433.2 (MH+). Reactants: [OH-].[K+] (KOH), C(C)(C)SC1=NC=C(C=C1C#N)C (2-isopropylsulfanyl-5-methyl-pyridine-3-carbonitrile), O (water), Cl (HCl). The solvent is CS(=O)C (DMSO). Conditions: temperature 100 celsius, time 16 hour. Yields the product C(C)(C)SC1=C(C(=O)O)C=C(C=N1)C (2-isopropylsulfanyl-5-methyl-nicotinic acid). The yield is 73.0%. As a reaction SMILES: [CH:1]([S:4][C:5]1[C:10]([C:11]#N)=[CH:9][C:8]([CH3:13])=[CH:7][N:6]=1)([CH3:3])[CH3:2].[OH-:14].[K+].Cl.[OH2:17]>CS(C)=O>[CH:1]([S:4][C:5]1[N:6]=[CH:7][C:8]([CH3:13])=[CH:9][C:10]=1[C:11]([OH:17])=[O:14])([CH3:3])[CH3:2] |f:1.2|. Reported procedure: After 2-isopropylsulfanyl-5-methyl-pyridine-3-carbonitrile (0.186 g, 0.97 mmol) obtained in Step A was dissolved in water (0.4 mL) and DMSO (0.04 mL), KOH (0.76 g) was added thereto, and the mixture was stirred at 100° C. for 16 hours. After the termination of the reaction, 6N HCl aqueous solution was added thereto to adjust the pH of the reactant to 2, and the mixture was extracted with EtOAc. The organic layer was separated, dried with MgSO4, and concentrated under reduced pressure to obtain t... Starting materials: C(C1=CC=CC=C1)O[C@@H]1C[C@H](N(C1)C(=O)OC(C)(C)C)C(=O)OC ((2S,4R)-1-tert-Butyl 2-methyl 4-(benzyloxy)pyrrolidine-1,2-dicarboxylate), [OH-].[Na+] (NaOH). Solvent: CO (MeOH), C1CCOC1 (THF). Reaction conditions: time 2 hour. The product is C(C1=CC=CC=C1)O[C@@H]1C[C@H](N(C1)C(=O)OC(C)(C)C)C(=O)O ((2S,4R)-4-(Benzyloxy)-1-(tert-butoxycarbonyl)pyrrolidine-2-carboxylic acid). Isolated yield 75.4%. As a reaction SMILES: [CH2:1]([O:8][C@H:9]1[CH2:13][N:12]([C:14]([O:16][C:17]([CH3:20])([CH3:19])[CH3:18])=[O:15])[C@H:11]([C:21]([O:23]C)=[O:22])[CH2:10]1)[C:2]1[CH:7]=[CH:6][CH:5]=[CH:4][CH:3]=1.[OH-].[Na+]>CO.C1COCC1>[CH2:1]([O:8][C@H:9]1[CH2:13][N:12]([C:14]([O:16][C:17]([CH3:19])([CH3:20])[CH3:18])=[O:15])[C@H:11]([C:21]([OH:23])=[O:22])[CH2:10]1)[C:2]1[CH:7]=[CH:6][CH:5]=[CH:4][CH:3]=1 |f:1.2|. Procedure: (2S,4R)-1-tert-Butyl 2-methyl 4-(benzyloxy)pyrrolidine-1,2-dicarboxylate (2.78 g, 8.29 mmol) was dissolved in a 1:1 mixture of MeOH and THF (30 ml) and 2N NaOH (12.5 ml, 26 mmol) was added. After stirring at room temperature for 2 h, the organic solvents were evaporated under reduced pressure and the aqueous phase was extracted twice with dichloromethane. The aqueous phase was then cooled at 0° C. and then acidified with concentrated chlorhydric acid. This phase was extracted twice with dichloro...